From a dataset of the Open Reaction Database (ORD), a public repository of structured organic reaction records. describe an organic reaction: reactants, conditions, products, and yield The reactants are [Cl-].[NH4+] (ammonium chloride), C(C)(C)(C)[Si](Cl)(C1=CC=CC=C1)C1=CC=CC=C1 (tert-Butyldiphenylchlorosilane), N1C=NC=C1 (imidazole), ClCC(CC(C(=O)NNC(=O)OC(C)(C)C)C1=CC(=C(C(=C1)F)F)F)O (tert-butyl N′-[5-chloro-4-hydroxy-2-(3,4,5-trifluorophenyl)pentanoyl]hydrazinecarboxylate). Reaction SMILES: [C:1]([Si:5]([C:13]1[CH:18]=[CH:17][CH:16]=[CH:15][CH:14]=1)([C:7]1[CH:12]=[CH:11][CH:10]=[CH:9][CH:8]=1)Cl)([CH3:4])([CH3:3])[CH3:2].N1C=CN=C1.[Cl:24][CH2:25][CH:26]([OH:49])[CH2:27][CH:28]([C:40]1[CH:45]=[C:44]([F:46])[C:43]([F:47])=[C:42]([F:48])[CH:41]=1)[C:29]([NH:31][NH:32][C:33]([O:35][C:36]([CH3:39])([CH3:38])[CH3:37])=[O:34])=[O:30].[Cl-].[NH4+]>CN(C1C=CN=CC=1)C.CN(C=O)C.C(OCC)(=O)C>[Si:5]([O:49][CH:26]([CH2:25][Cl:24])[CH2:27][CH:28]([C:40]1[CH:45]=[C:44]([F:46])[C:43]([F:47])=[C:42]([F:48])[CH:41]=1)[C:29]([NH:31][NH:32][C:33]([O:35][C:36]([CH3:39])([CH3:38])[CH3:37])=[O:34])=[O:30])([C:1]([CH3:4])([CH3:3])[CH3:2])([C:13]1[CH:18]=[CH:17][CH:16]=[CH:15][CH:14]=1)[C:7]1[CH:12]=[CH:11][CH:10]=[CH:9][CH:8]=1 |f:3.4|. Solvent: C(C)(=O)OCC (ethyl acetate), CN(C)C=O (DMF). Reported procedure: tert-Butyldiphenylchlorosilane (0.889 mL), imidazole (233 mg) and DMAP (41.9 mg) were added to a solution of tert-butyl N′-[5-chloro-4-hydroxy-2-(3,4,5-trifluorophenyl)pentanoyl]hydrazinecarboxylate (680 mg) in DMF (5 mL). The reaction solution was stirred at 60° C. for two hours and then left to cool to room temperature. A saturated ammonium chloride solution and ethyl acetate were added to the reaction solution, and the organic layer was separated. The resulting organic layer was washed with b... Product: [Si](C1=CC=CC=C1)(C1=CC=CC=C1)(C(C)(C)C)OC(CC(C(=O)NNC(=O)OC(C)(C)C)C1=CC(=C(C(=C1)F)F)F)CCl (tert-butyl N′-[4-(tert-butyldiphenylsilanyloxy)-5-chloro-2-(3,4,5-trifluorophenyl)pentanoyl]hydrazinecarboxylate). Conditions: temperature 60 celsius, time 2 hour. Reagents/catalysts: CN(C)C=1C=CN=CC1 (DMAP). The reactants are C1(=CC=CC=C1)C(OC1CCN(CC1)CCCOC=1C=CC=2N(N1)C(NN2)=O)C2=CC=CC=C2 (6-(3-[4-(diphenylmethoxy)piperidino]propoxy][1,2,4]triazolo[4,3-b]pyridazin-3(2H)-one), ice water, [H-].[Na+] (sodium hydride), BrCC(=O)OCC (ethyl bromoacetate). Run in CN(C=O)C (N,N-dimethylformamide). Reaction conditions: time 1 hour. Product: C1(=CC=CC=C1)C(OC1CCN(CC1)CCCOC=1C=CC=2N(N1)C(N(N2)CC(=O)OCC)=O)C2=CC=CC=C2 (Ethyl 2-[6-[3-[4-(Diphenylmethoxy)piperidino]propoxy]-3-oxo[1,2,4]triazolo[4,3-b]pyridazin-2(3H)-yl]acetate). RXN SMILES: [C:1]1([CH:7]([C:29]2[CH:34]=[CH:33][CH:32]=[CH:31][CH:30]=2)[O:8][CH:9]2[CH2:14][CH2:13][N:12]([CH2:15][CH2:16][CH2:17][O:18][C:19]3[CH:20]=[CH:21][C:22]4[N:23]([C:25](=[O:28])[NH:26][N:27]=4)[N:24]=3)[CH2:11][CH2:10]2)[CH:6]=[CH:5][CH:4]=[CH:3][CH:2]=1.[H-].[Na+].Br[CH2:38][C:39]([O:41][CH2:42][CH3:43])=[O:40]>CN(C)C=O>[C:29]1([CH:7]([C:1]2[CH:6]=[CH:5][CH:4]=[CH:3][CH:2]=2)[O:8][CH:9]2[CH2:10][CH2:11][N:12]([CH2:15][CH2:16][CH2:17][O:18][C:19]3[CH:20]=[CH:21][C:22]4[N:23]([C:25](=[O:28])[N:26]([CH2:38][C:39]([O:41][CH2:42][CH3:43])=[O:40])[N:27]=4)[N:24]=3)[CH2:13][CH2:14]2)[CH:34]=[CH:33][CH:32]=[CH:31][CH:30]=1 |f:1.2|. Procedure details: 0.459 g of 6-(3-[4-(diphenylmethoxy)piperidino]propoxy][1,2,4]triazolo[4,3-b]pyridazin-3(2H)-one was suspended in 6 ml of N,N-dimethylformamide; 0.048 g of 60% oily sodium hydride was added, followed by stirring at room temperature for 1 hour. Under ice cooling, 0.133 ml of ethyl bromoacetate was added, followed by stirring at room temperature for 4 hours. After ice water was added, the reaction mixture was extracted with ethyl acetate; the extract was washed with saturated saline and dried over... The reactants are [H-].[Na+] (Sodium hydride), [N+](=O)([O-])C=1C=NNC1 (4-nitropyrazole), ICC (iodoethane). Run in CN(C)C=O (DMF). Conditions: temperature 0 celsius, time 30 minute. The product is C(C)N1N=CC(=C1)[N+](=O)[O-] (1-Ethyl-4-nitro-1H-pyrazole). Yield: 50.8%. Reaction SMILES: [N+:1]([C:4]1[CH:5]=[N:6][NH:7][CH:8]=1)([O-:3])=[O:2].[H-].[Na+].I[CH2:12][CH3:13]>CN(C=O)C>[CH2:12]([N:6]1[CH:5]=[C:4]([N+:1]([O-:3])=[O:2])[CH:8]=[N:7]1)[CH3:13] |f:1.2|. Reported procedure: A 250-mL single-neck round-bottomed flask equipped with a magnetic stirrer was purged with nitrogen inlet and charged with 4-nitropyrazole (3.00 g, 26.5 mmol) and DMF (50 mL). The mixture was cooled to 0° C. using an ice bath. Sodium hydride (60% dispersion in mineral oil, 1.17 g, 29.2 mmol) was added portionwise. After the addition was complete, the mixture was stirred at 0° C. for 30 min. After that time, iodoethane (6.21 g, 39.8 mmol) was added over 15 min. After the addition was complete, th... Reactants: C(C)OC1=C(C(=O)OC)C=CC(=C1)[N+](=O)[O-] (methyl 2-ethoxy-4-nitrobenzoate), [H][H] (hydrogen). The reagents and catalysts are [Pd] (palladium on carbon). Run in CO (methanol). Yields the product NC1=CC(=C(C(=O)OC)C=C1)OCC (methyl 4-amino-2-ethoxybenzoate). The yield is 94.6%. RXN SMILES: [CH2:1]([O:3][C:4]1[CH:13]=[C:12]([N+:14]([O-])=O)[CH:11]=[CH:10][C:5]=1[C:6]([O:8][CH3:9])=[O:7])[CH3:2].[H][H]>[Pd].CO>[NH2:14][C:12]1[CH:11]=[CH:10][C:5]([C:6]([O:8][CH3:9])=[O:7])=[C:4]([O:3][CH2:1][CH3:2])[CH:13]=1. Procedure: A mixture of methyl 2-ethoxy-4-nitrobenzoate (2.038 g, 9.05 mmol) and palladium on carbon (583 mg, 10 wt %, Aldrich) in methanol (62 ml) was reacted with hydrogen at 40 psi for 18 hrs on the PARR shaker. It was filtered through celite and washed with methanol under N2 and the filtrate was concentrated to give methyl 4-amino-2-ethoxybenzoate (1.672 g, 94%) as a light brown solid. The reactants are O=C([O-])[O-], [K+], [K+], CN(C)C=O, O, O=Cc1ccc(O)cc1, ClCc1ccc2ccccc2n1. Product: O=Cc1ccc(OCc2ccc3ccccc3n2)cc1. RXN SMILES: [C:22](=[O:23])([O-:24])[O-:25].[K+:26].[K+:27].[O:29]=[CH:30][N:31]([CH3:32])[CH3:33].[OH2:28].[OH:1][c:2]1[cH:3][cH:4][c:5]([CH:6]=[O:7])[cH:8][cH:9]1.[n:10]1[c:11]([CH2:20][Cl:21])[cH:12][cH:13][c:14]2[cH:15][cH:16][cH:17][cH:18][c:19]12>>[O:1]([c:2]1[cH:3][cH:4][c:5]([CH:6]=[O:7])[cH:8][cH:9]1)[CH2:20][c:11]1[n:10][c:19]2[c:14]([cH:13][cH:12]1)[cH:15][cH:16][cH:17][cH:18]2. The reactants are C(#N)C(C(=O)OCC)(CCCCCCC)C1=C(C(=CC=C1)OC1=C(C=CC=C1)C)OC (ethyl 2-cyano-2-[2-methoxy-3-(o-tolyloxy)phenyl]-n-nonanoate), I (hydriodic acid). The solvent is C(C)(=O)O (acetic acid). Product: OC1=C(C=CC=C1OC1=C(C=CC=C1)C)C(C(=O)O)CCCCCCC (2-[2-hydroxy-3-(o-tolyloxy)phenyl]-n-nonanoic acid). Isolated yield 76.3%. RXN SMILES: C([C:3]([C:16]1[CH:21]=[CH:20][CH:19]=[C:18]([O:22][C:23]2[CH:28]=[CH:27][CH:26]=[CH:25][C:24]=2[CH3:29])[C:17]=1[O:30]C)([CH2:9][CH2:10][CH2:11][CH2:12][CH2:13][CH2:14][CH3:15])[C:4]([O:6]CC)=[O:5])#N.I>C(O)(=O)C>[OH:30][C:17]1[C:18]([O:22][C:23]2[CH:28]=[CH:27][CH:26]=[CH:25][C:24]=2[CH3:29])=[CH:19][CH:20]=[CH:21][C:16]=1[CH:3]([CH2:9][CH2:10][CH2:11][CH2:12][CH2:13][CH2:14][CH3:15])[C:4]([OH:6])=[O:5]. Reported procedure: A mixture of ethyl 2-cyano-2-[2-methoxy-3-(o-tolyloxy)phenyl]-n-nonanoate (6.7 g), hydriodic acid (58%, 10 ml) and acetic acid (30 ml) was refluxed under heating for 45 hours. The reaction mixture was concentrated under reduced pressure, and the residue was poured into water and extracted with diethyl ether. The extract was washed with aqueous sodium hydrogen sulfite and water in turn, dried and evaporated under reduced pressure. To the residue were added potassium hydroxide (5 g) and methanol (...